This data is from the Open Reaction Database (ORD), a public repository of structured organic reaction records. The task is: describe an organic reaction: reactants, conditions, products, and yield Starting materials: [Br-], [Br-], CC(C)(C)OC(=O)N1CCC(c2ccc(CCOCc3ccccc3)nc2)C(OCc2ccc3ccccc3c2)C1, [Zn+2]. Product: c1ccc(COCCc2ccc(C3CCNCC3OCc3ccc4ccccc4c3)cn2)cc1. RXN SMILES: [Br-:42].[Br-:44].[CH2:1]([c:2]1[cH:3][cH:4][cH:5][cH:6][cH:7]1)[O:8][CH2:9][CH2:10][c:11]1[cH:12][cH:13][c:14]([CH:17]2[CH:18]([O:30][CH2:31][c:32]3[cH:33][c:34]4[cH:35][cH:36][cH:37][cH:38][c:39]4[cH:40][cH:41]3)[CH2:19][N:20]([C:23]([O:24][C:25]([CH3:26])([CH3:27])[CH3:28])=[O:29])[CH2:21][CH2:22]2)[cH:15][n:16]1.[Zn+2:43]>>[CH2:1]([c:2]1[cH:3][cH:4][cH:5][cH:6][cH:7]1)[O:8][CH2:9][CH2:10][c:11]1[cH:12][cH:13][c:14]([CH:17]2[CH:18]([O:30][CH2:31][c:32]3[cH:33][c:34]4[cH:35][cH:36][cH:37][cH:38][c:39]4[cH:40][cH:41]3)[CH2:19][NH:20][CH2:21][CH2:22]2)[cH:15][n:16]1. Reactants: CCC12CC(O)C(O)(c3ccccc3)CC1CCc1cc(O)ccc12, Cl, ClCc1cccnc1. Product: CCC12CC(O)C(O)(c3ccccc3)CC1CCc1cc(OCc3cccnc3)ccc12. As a reaction SMILES: [CH2:1]([CH3:2])[C:3]12[CH2:4][CH:5]([OH:25])[C:6]([OH:18])([c:19]3[cH:20][cH:21][cH:22][cH:23][cH:24]3)[CH2:7][CH:8]1[CH2:9][CH2:10][c:11]1[cH:12][c:13]([OH:17])[cH:14][cH:15][c:16]12.[ClH:26].[cH:27]1[c:28]([CH2:33][Cl:34])[cH:29][cH:30][cH:31][n:32]1>>[CH2:1]([CH3:2])[C:3]12[CH2:4][CH:5]([OH:25])[C:6]([OH:18])([c:19]3[cH:20][cH:21][cH:22][cH:23][cH:24]3)[CH2:7][CH:8]1[CH2:9][CH2:10][c:11]1[cH:12][c:13]([O:17][CH2:33][c:28]3[cH:27][n:32][cH:31][cH:30][cH:29]3)[cH:14][cH:15][c:16]12. Reactants: ClC1=NC2=CC=CC=C2C=C1C=O (2-chloroquinoline-3-carbaldehyde), [BH4-].[Na+] (sodium borohydride). Run in C(C)O (ethanol). Reaction conditions: time 1 hour. The product is ClC1=NC2=CC=CC=C2C=C1CO ((2-chloroquinolin-3-yl)methanol). Isolated yield 95.2%. RXN SMILES: [Cl:1][C:2]1[C:11]([CH:12]=[O:13])=[CH:10][C:9]2[C:4](=[CH:5][CH:6]=[CH:7][CH:8]=2)[N:3]=1.[BH4-].[Na+]>C(O)C>[Cl:1][C:2]1[C:11]([CH2:12][OH:13])=[CH:10][C:9]2[C:4](=[CH:5][CH:6]=[CH:7][CH:8]=2)[N:3]=1 |f:1.2|. Procedure: To a solution of 2-chloroquinoline-3-carbaldehyde (1.0 g, 5.21 mmol) in anhydrous ethanol (20 mL) at 0° C., was added sodium borohydride (0.197 g, 5.21 mmol). The reaction mixture was stirred at the same temperature for 1 hour. After completion of the reaction, as monitored by TLC and HPLC, the reaction mixture was quenched with water. The solvent was evaporated, and the crude residue was extracted with dichloromethane. The organic layer was washed with water and brine and dried over anhydrous s...